From a dataset of the Open Reaction Database (ORD), a public repository of structured organic reaction records. describe an organic reaction: reactants, conditions, products, and yield The reactants are C(C1=CC=CC=C1)(=O)OC1CC(CC1)O (3-hydroxycyclopentyl benzoate), C1(=CC=CC=C1)P(=O)(C1=CC=CC=C1)N=[N+]=[N-] (diphenylphosphoryl azide), N(=NC(=O)OCC)C(=O)OCC (diethyl azodicarboxylate), C1(=CC=CC=C1)P(C1=CC=CC=C1)C1=CC=CC=C1 (triphenylphosphine). Solvent: O1CCCC1 (tetrahydrofuran). Reaction conditions: time 2 hour. The product is C(C1=CC=CC=C1)(=O)OC1CC(CC1)N=[N+]=[N-] (3-azidocyclopentyl benzoate). The yield is 75.2%. As a reaction SMILES: [C:1]([O:9][CH:10]1[CH2:14][CH2:13][CH:12](O)[CH2:11]1)(=[O:8])[C:2]1[CH:7]=[CH:6][CH:5]=[CH:4][CH:3]=1.C1(P([N:30]=[N+:31]=[N-:32])(C2C=CC=CC=2)=O)C=CC=CC=1.N(C(OCC)=O)=NC(OCC)=O.C1(P(C2C=CC=CC=2)C2C=CC=CC=2)C=CC=CC=1>O1CCCC1>[C:1]([O:9][CH:10]1[CH2:14][CH2:13][CH:12]([N:30]=[N+:31]=[N-:32])[CH2:11]1)(=[O:8])[C:2]1[CH:7]=[CH:6][CH:5]=[CH:4][CH:3]=1. Procedure: To a solution of 3-hydroxycyclopentyl benzoate (630 mg) in anhydrous tetrahydrofuran (15 mL) were added diphenylphosphoryl azide (925 mg), diethyl azodicarboxylate (585 mg) and triphenylphosphine (881 mg). After stirring for 2 hours at ambient temperature, the mixture was partitioned between ethyl acetate and water. The separated organic layer was washed with brine, dried over magnesium sulfate and evaporated in vacuo. The residue was purified by a silica gel column chromatography eluting with a... Product: O=c1c(Br)c(OCc2ccc(F)cc2F)ccn1Cc1cccc(CBr)c1F. The reactants are O=c1[nH]ccc(OCc2ccc(F)cc2F)c1Br, Fc1c(CBr)cccc1CBr, [K+], [K+], O=C([O-])[O-], CN(C)C=O. Reaction SMILES: [Br:1][c:2]1[c:3](=[O:18])[nH:4][cH:5][cH:6][c:7]1[O:8][CH2:9][c:10]1[c:11]([F:17])[cH:12][c:13]([F:16])[cH:14][cH:15]1.[Br:25][CH2:26][c:27]1[c:28]([F:35])[c:29]([CH2:33][Br:34])[cH:30][cH:31][cH:32]1.[K+:19].[K+:20].[O-:21][C:22]([O-:23])=[O:24].[O:36]=[CH:37][N:38]([CH3:39])[CH3:40]>>[Br:1][c:2]1[c:3](=[O:18])[n:4]([CH2:33][c:29]2[c:28]([F:35])[c:27]([CH2:26][Br:25])[cH:32][cH:31][cH:30]2)[cH:5][cH:6][c:7]1[O:8][CH2:9][c:10]1[c:11]([F:17])[cH:12][c:13]([F:16])[cH:14][cH:15]1. Starting materials: N1=C(C=CC=C1)C1=NN=C2N1CCN(C2)C(=O)OC(C)(C)C (1,1-dimethylethyl 3-(2-pyridinyl)-5,6-dihydro[1,2,4]triazolo[4,3-a]pyrazine-7(8H)-carboxylate), C(=O)(C(F)(F)F)O (TFA). Solvent: ClCCl (dichloromethane). Reaction conditions: time 3 hour. Yields the product N1=C(C=CC=C1)C1=NN=C2N1CCNC2 (3-(2-Pyridinyl)-5,6,7,8-tetrahydro[1,2,4]triazolo[4,3-a]pyrazine). Reaction SMILES: [N:1]1[CH:6]=[CH:5][CH:4]=[CH:3][C:2]=1[C:7]1[N:11]2[CH2:12][CH2:13][N:14](C(OC(C)(C)C)=O)[CH2:15][C:10]2=[N:9][N:8]=1.C(O)(C(F)(F)F)=O>ClCCl>[N:1]1[CH:6]=[CH:5][CH:4]=[CH:3][C:2]=1[C:7]1[N:11]2[CH2:12][CH2:13][NH:14][CH2:15][C:10]2=[N:9][N:8]=1. Procedure details: To a solution of 1,1-dimethylethyl 3-(2-pyridinyl)-5,6-dihydro[1,2,4]triazolo[4,3-a]pyrazine-7(8H)-carboxylate (I100)(115 mg, 0.382 mmol) in dichloromethane (DCM) (1 mL), TFA (0.588 mL, 7.63 mmol) was added and mixture was stirred at RT for 3 h. Volatiles removed under reduced pressure and residue purified by SCX cartridge eluting first with MeOH and then with 2.0N NH3 in MeOH. Ammonia fractions were concentrated under reduced pressure yielding desired product as a pale yellow solid.60 mg.